From a dataset of the Open Reaction Database (ORD), a public repository of structured organic reaction records. describe an organic reaction: reactants, conditions, products, and yield Starting materials: CCn1cc(C(=O)O)c(=O)c2cc(F)c(F)c(F)c21, CN1C2CCC1CNC2, CC#N, Cl, Cl. The product is CCn1cc(C(=O)O)c(=O)c2cc(F)c(C3NCC4CCC3N4C)c(F)c21. As a reaction SMILES: [CH2:1]([CH3:2])[n:3]1[cH:4][c:5]([C:17](=[O:18])[OH:19])[c:6](=[O:16])[c:7]2[cH:8][c:9]([F:15])[c:10]([F:14])[c:11]([F:13])[c:12]12.[CH3:22][N:23]1[CH:24]2[CH2:25][NH:26][CH2:27][CH:28]1[CH2:29][CH2:30]2.[CH3:31][C:32]#[N:33].[ClH:20].[ClH:21]>>[CH2:1]([CH3:2])[n:3]1[cH:4][c:5]([C:17](=[O:18])[OH:19])[c:6](=[O:16])[c:7]2[cH:8][c:9]([F:15])[c:10]([CH:25]3[CH:24]4[N:23]([CH3:22])[CH:28]([CH2:27][NH:26]3)[CH2:29][CH2:30]4)[c:11]([F:13])[c:12]12. Procedure details: To a suspension of 1,1′-carbonyldiimidazole (973 mg) in methylene chloride (10 ml) was added tert-butyl N-(2-aminoethyl)carbamate (1.11 g) under ice-cooling, and the mixture was stirred at room temperature for 2 hours. To the reaction mixture were added N-ethyldiisopropylamine (1.28 g) and 3-amino-4,5,6,7-tetrahydropyrazolo[1,5-a]pyrimidine sulfuric acid salt (1.18 g), and the mixture was stirred at 50° C. for 6 hours. The reaction mixture was washed with brine. The organic layer was dried over ... Reactants: C(=O)(N1C=NC=C1)N1C=NC=C1 (1,1′-carbonyldiimidazole), C(C)N(C(C)C)C(C)C (N-ethyldiisopropylamine), S(O)(O)(=O)=O.NC=1C=NN2C1NCCC2 (3-amino-4,5,6,7-tetrahydropyrazolo[1,5-a]pyrimidine sulfuric acid salt), NCCNC(OC(C)(C)C)=O (tert-butyl N-(2-aminoethyl)carbamate). The product is C(C)(C)(C)OC(=O)NCCNC(NC=1C=NN2C1NCCC2)=O (3-(3-{2-[(tert-butoxycarbonyl)amino]ethyl}ureido)-4,5,6,7-tetrahydropyrazolo[1,5-a]pyrimidine). Isolated yield 9.3%. Reaction SMILES: [C:1]([N:8]1[CH:12]=[CH:11][N:10]=[CH:9]1)(N1C=CN=C1)=[O:2].[NH2:13][CH2:14][CH2:15][NH:16][C:17](=[O:23])[O:18][C:19]([CH3:22])([CH3:21])[CH3:20].C(N(C(C)C)C(C)C)C.S(=O)(=O)(O)O.N[C:39]1[CH:40]=[N:41][N:42]2CCCN[C:43]=12>C(Cl)Cl>[C:19]([O:18][C:17]([NH:16][CH2:15][CH2:14][NH:13][C:1](=[O:2])[NH:8][C:12]1[CH:40]=[N:41][N:42]2[CH2:43][CH2:39][CH2:9][NH:10][C:11]=12)=[O:23])([CH3:20])([CH3:22])[CH3:21] |f:3.4|. Solvent: C(Cl)Cl (methylene chloride). Conditions: time 2 hour. RXN SMILES: [CH3:32][S:33]([O:34][CH2:37][C:38]([F:39])([F:40])[F:41])(=[O:35])=[O:36].[CH3:42][N:43]([CH3:44])[CH:45]=[O:46].[F:1][C:2]1([F:29])[CH2:3][CH2:4][N:5]([C:8](=[O:9])[c:10]2[nH:11][c:12]3[cH:13][cH:14][c:15]([C:19](=[O:20])[N:21]4[CH2:22][CH:23]([N:26]([CH3:27])[CH3:28])[CH2:24][CH2:25]4)[cH:16][c:17]3[cH:18]2)[CH2:6][CH2:7]1.[H-:30].[Na+:31]>>[F:1][C:2]1([F:29])[CH2:3][CH2:4][N:5]([C:8](=[O:9])[c:10]2[n:11]([CH2:37][C:38]([F:39])([F:40])[F:41])[c:12]3[cH:13][cH:14][c:15]([C:19](=[O:20])[N:21]4[CH2:22][CH:23]([N:26]([CH3:27])[CH3:28])[CH2:24][CH2:25]4)[cH:16][c:17]3[cH:18]2)[CH2:6][CH2:7]1. The product is CN(C)C1CCN(C(=O)c2ccc3c(c2)cc(C(=O)N2CCC(F)(F)CC2)n3CC(F)(F)F)C1. Starting materials: CS(=O)(=O)OCC(F)(F)F, CN(C)C=O, CN(C)C1CCN(C(=O)c2ccc3[nH]c(C(=O)N4CCC(F)(F)CC4)cc3c2)C1, [H-], [Na+]. Reactants: C1CCOC1, CO, CCc1[nH]c(C(=O)NC2CCN(c3cc(C(=O)OC)c(C)s3)CC2OC)nc1Cl, [Li+], [OH-]. Product: CCc1[nH]c(C(=O)NC2CCN(c3cc(C(=O)O)c(C)s3)CC2OC)nc1Cl. RXN SMILES: [CH2:34]1[O:35][CH2:36][CH2:37][CH2:38]1.[CH3:32][OH:33].[Cl:1][c:2]1[n:3][c:4]([C:9](=[O:10])[NH:11][CH:12]2[CH:13]([O:28][CH3:29])[CH2:14][N:15]([c:18]3[cH:19][c:20]([C:24](=[O:25])[O:26][CH3:27])[c:21]([CH3:23])[s:22]3)[CH2:16][CH2:17]2)[nH:5][c:6]1[CH2:7][CH3:8].[Li+:30].[OH-:31]>>[Cl:1][c:2]1[n:3][c:4]([C:9](=[O:10])[NH:11][CH:12]2[CH:13]([O:28][CH3:29])[CH2:14][N:15]([c:18]3[cH:19][c:20]([C:24](=[O:25])[OH:26])[c:21]([CH3:23])[s:22]3)[CH2:16][CH2:17]2)[nH:5][c:6]1[CH2:7][CH3:8]. Reported procedure: TFA (20 ml) was added to a solution of (1.6 g, 4.6 mmol) of tert-butyl 2-oxo-2-(1-phenyl-3,4-dihydropyrrolo[1,2-a]pyrazin-2(1H)-yl)ethylcarbamate in DCM (20 ml), and stirring was carried out for 1 h at RT. The mixture was then diluted with water, while cooling (ice-bath), and adjusted to pH 10 with 20% aq. potassium carbonate solution. The aqueous phase was saturated with sodium chloride, and extraction with chloroform was then carried out. The organic phase was dried over MgSO4, filtered and co... RXN SMILES: C(O)(C(F)(F)F)=O.[O:8]=[C:9]([N:19]1[CH2:24][CH2:23][N:22]2[CH:25]=[CH:26][CH:27]=[C:21]2[CH:20]1[C:28]1[CH:33]=[CH:32][CH:31]=[CH:30][CH:29]=1)[CH2:10][NH:11]C(=O)OC(C)(C)C.C(=O)([O-])[O-].[K+].[K+].ClCCCl.CCO>C(Cl)Cl.O>[NH3:11].[NH2:11][CH2:10][C:9]([N:19]1[CH2:24][CH2:23][N:22]2[CH:25]=[CH:26][CH:27]=[C:21]2[CH:20]1[C:28]1[CH:33]=[CH:32][CH:31]=[CH:30][CH:29]=1)=[O:8] |f:2.3.4,5.6|. Run at time 1 hour. The reactants are ClCCCl.CCO (DCE EtOH), C([O-])([O-])=O.[K+].[K+] (potassium carbonate), C(=O)(C(F)(F)F)O (TFA), O=C(CNC(OC(C)(C)C)=O)N1C(C=2N(CC1)C=CC2)C2=CC=CC=C2 (tert-butyl 2-oxo-2-(1-phenyl-3,4-dihydropyrrolo[1,2-a]pyrazin-2(1H)-yl)ethylcarbamate). Solvent: O (water), C(Cl)Cl (DCM). Isolated yield 52.2%. The product is N (NH3), NCC(=O)N1C(C=2N(CC1)C=CC2)C2=CC=CC=C2 (2-amino-1-(1-phenyl-3,4-dihydropyrrolo[1,2-a]pyrazin-2(1H)-yl)ethanone). Reactants: CCC([BH-](C(CC)C)C(CC)C)C.[Li+] (L-Selectride), ice, FC1CN(CCC1=O)C(=O)OCC1=CC=CC=C1 (benzyl 3-fluoro-4-oxopiperidine-1-carboxylate). The solvent is C1CCOC1 (THF). Reaction conditions: time 12 hour. Yields the product F[C@@H]1CN(CC[C@@H]1O)C(=O)OCC1=CC=CC=C1 (cis-benzyl 3-fluoro-4-hydroxypiperidine-1-carboxylate). Yield: 27.1%. RXN SMILES: CCC(C)[BH-](C(C)CC)C(C)CC.[Li+].[F:15][CH:16]1[C:21](=[O:22])[CH2:20][CH2:19][N:18]([C:23]([O:25][CH2:26][C:27]2[CH:32]=[CH:31][CH:30]=[CH:29][CH:28]=2)=[O:24])[CH2:17]1>C1COCC1>[F:15][C@H:16]1[C@@H:21]([OH:22])[CH2:20][CH2:19][N:18]([C:23]([O:25][CH2:26][C:27]2[CH:32]=[CH:31][CH:30]=[CH:29][CH:28]=2)=[O:24])[CH2:17]1 |f:0.1|. Procedure details: L-Selectride® (663 mL, 663 mmol) was added dropwise to an ice cold solution of benzyl 3-fluoro-4-oxopiperidine-1-carboxylate (138.9 g, 552.8 mmol) dissolved in anhydrous THF (421 mL). The ice bath was removed and the reaction was allowed to stand for 12 hours. The reaction mixture was carefully added (dropwise, via addition funnel) to a vigorously stirring mixture of 80 mL MeOH, 2 N NaOH (1400 mL) H2O2 (376 mL, 50%) in a large amount of ice, taking care to control the temperature rise. The mixtu... Reactants: CN=C(SC)S(=O)(=O)[O-], CC#N, CO, NCCSCc1ncccc1Cl. Product: CNC(=NCCSCc1ncccc1Cl)S(=O)(=O)O. Reaction SMILES: [CH3:13][S:14][C:15]([S:16](=[O:17])(=[O:18])[O-:19])=[N:20][CH3:21].[CH3:22][C:23]#[N:24].[CH3:25][OH:26].[Cl:1][c:2]1[c:3]([CH2:8][S:9][CH2:10][CH2:11][NH2:12])[n:4][cH:5][cH:6][cH:7]1>>[Cl:1][c:2]1[c:3]([CH2:8][S:9][CH2:10][CH2:11][N:12]=[C:15]([S:16](=[O:17])(=[O:18])[OH:19])[NH:20][CH3:21])[n:4][cH:5][cH:6][cH:7]1. The reactants are COCCCCC#CC=1C=C(C=CC1)CCCNC(OC(C)(C)C)=O (tert-Butyl 3-(3-(6-methoxyhex-1-ynyl)phenyl)propylcarbamate), Cl.O1CCOCC1 (HCl dioxane). The solvent is C(Cl)Cl (CH2Cl2), C(Cl)Cl (CH2Cl2). Product: Cl.COCCCCC#CC=1C=C(C=CC1)CCCN (3-(3-(6-methoxyhex-1-ynyl)phenyl)propan-1-amine hydrochloride). RXN SMILES: [CH3:1][O:2][CH2:3][CH2:4][CH2:5][CH2:6][C:7]#[C:8][C:9]1[CH:10]=[C:11]([CH2:15][CH2:16][CH2:17][NH:18]C(=O)OC(C)(C)C)[CH:12]=[CH:13][CH:14]=1.[ClH:26].O1CCOCC1>C(Cl)Cl>[ClH:26].[CH3:1][O:2][CH2:3][CH2:4][CH2:5][CH2:6][C:7]#[C:8][C:9]1[CH:10]=[C:11]([CH2:15][CH2:16][CH2:17][NH2:18])[CH:12]=[CH:13][CH:14]=1 |f:1.2,4.5|. Reported procedure: tert-Butyl 3-(3-(6-methoxyhex-1-ynyl)phenyl)propylcarbamate was deprotected following the method used in Example 13 except that CH2Cl2 was used as a cosolvent in the reaction (HCl-dioxane solution: CH2Cl2 7:5). Purification by prep HPLC (Method 2P) gave 3-(3-(6-methoxyhex-1-ynyl)phenyl)propan-1-amine hydrochloride as an off white solid. Yield (0.050 g, 30%): 1H NMR (400 MHz, CDCl3) δ 8.37 (br s, 3H), 7.10-7.24 (m, 4H), 4.02 (t, J=6.4 Hz, 2H), 3.78 (s, 3H), 2.98 (t, J=7.6 Hz, 2H), 2.69 (t, J=7.6 ... The reactants are CC(CC)=O (2-butanone), O=C=NC1CC(CN=C=O)(CC(C1)(C)C)C (isophorone diisocyanate), C[C@@H]1CC[C@@]2([C@H]([C@H]3[C@@H](O2)C[C@@H]4[C@@]3(CC[C@H]5[C@H]4CC=C6[C@@]5(CC[C@@H](C6)O)C)C)C)OC1 (nitrogen in), CC(CC)=O (2-butanone). The product is C(CCCCC(=O)O)(=O)O (adipic acid), OCC(C)(CO)C (neopentyl glycol), acetal. Reaction SMILES: C[C@H]1C[O:29][C@@:5]2([O:9][C@H:8]3C[C@H]4[C@@H]5CC=C6C[C@@H](O)CC[C@]6(C)[C@H]5CC[C@]4(C)[C@H]3[C@@H]2C)[CH2:4][CH2:3]1.[O:31]=[C:32]=NC1CC(C)(C)CC(C)(CN=C=O)C1.C[C:48](=[O:51])[CH2:49][CH3:50]>>[C:5]([OH:29])(=[O:9])[CH2:4][CH2:3][CH2:50][CH2:49][C:48]([OH:51])=[O:31].[OH:51][CH2:48][C:49]([CH3:32])([CH2:8][OH:9])[CH3:50]. Procedure: A 4-neck flask was fitted with a variable speed stirrer, thermocouples in combination with a controller, a condenser, a nitrogen in- and outlet, an addition funnel, and a heating mantle. In the flask were placed 77.03 g isophorone diisocyanate and 70 g dry 2-butanone. A mixture of 36.8 g Tegomer D3403 (available from Tego Chemie Service), 80.22 g dry 2-butanone, 23.82 g of Rucoflex S-107-210 (a polyesterdiol resulting from the reaction of adipic acid and neopentyl glycol, available from Ruco Pol...